From a dataset of the Open Reaction Database (ORD), a public repository of structured organic reaction records. describe an organic reaction: reactants, conditions, products, and yield Starting materials: NC1=C(C=CC(=C1N)OCC1=CC=CC=C1)C (2,3-diamino-4-benzyloxytoluene), C(C1=CC=CC=C1)=O (benzaldehyde). The solvent is C=1(C(=CC=CC1)C)C (xylene). Reaction conditions: time 18 hour. Yields the product C(C1=CC=CC=C1)OC1=CC=C(C=2N=C(NC21)C2=CC=CC=C2)C (4-Benzyloxy-7-methyl-2-phenylbenzimidazole). Reaction SMILES: [NH2:1][C:2]1[C:7]([NH2:8])=[C:6]([O:9][CH2:10][C:11]2[CH:16]=[CH:15][CH:14]=[CH:13][CH:12]=2)[CH:5]=[CH:4][C:3]=1[CH3:17].[CH:18](=O)[C:19]1[CH:24]=[CH:23][CH:22]=[CH:21][CH:20]=1>C1(C)C(C)=CC=CC=1>[CH2:10]([O:9][C:6]1[C:7]2[NH:8][C:18]([C:19]3[CH:24]=[CH:23][CH:22]=[CH:21][CH:20]=3)=[N:1][C:2]=2[C:3]([CH3:17])=[CH:4][CH:5]=1)[C:11]1[CH:12]=[CH:13][CH:14]=[CH:15][CH:16]=1. Reported procedure: A mixture of 2,3-diamino-4-benzyloxytoluene (5.0 g) and benzaldehyde (5.52 g, 2 mol. equiv.) in xylene (75 ml) was heated under reflux for 3 h, and then left for 18 h at room temperature. The resulting crystalline product was filtered, washed with ether, and recrystallized from ethanol to afford the title compound, 4.13 g, m.p. 221°-224° C.